From a dataset of the Open Reaction Database (ORD), a public repository of structured organic reaction records. describe an organic reaction: reactants, conditions, products, and yield Reactants: C(C1=CC=CC=C1)OC(=O)N[C@@H](CC(C)C)C(=O)O (N-benzyloxycarbonyl-(S)-leucine), peptide, ClC(=O)OCC(C)C (isobutyl chloroformate), mixed acid anhydride, N[C@@H](CC1=CNC=N1)C(=O)O ((S)-histidine), cyclic dipeptide, N1[C@@H](CC(C)C)C(=O)N[C@@H](CC2=CNC=N2)C1=O (cyclo-(Leu-His)), methyl ester. Product: methyl ester, C(C1=CC=CC=C1)OC(=O)N[C@@H](CC(C)C)C(=O)N[C@@H](CC1=CNC=N1)C(=O)O (N-benzyloxycarbonyl-(S)-leucyl-(S)-histidine). RXN SMILES: N1C(=O)[C@H](CC2N=CNC=2)NC(=O)[C@@H]1CC(C)C.[CH2:19]([O:26][C:27]([NH:29][C@H:30]([C:35]([OH:37])=O)[CH2:31][CH:32]([CH3:34])[CH3:33])=[O:28])[C:20]1[CH:25]=[CH:24][CH:23]=[CH:22][CH:21]=1.[NH2:38][C@H:39]([C:46]([OH:48])=[O:47])[CH2:40][C:41]1[N:45]=[CH:44][NH:43][CH:42]=1.ClC(OCC(C)C)=O>>[CH2:19]([O:26][C:27]([NH:29][C@H:30]([C:35]([NH:38][C@H:39]([C:46]([OH:48])=[O:47])[CH2:40][C:41]1[N:45]=[CH:44][NH:43][CH:42]=1)=[O:37])[CH2:31][CH:32]([CH3:33])[CH3:34])=[O:28])[C:20]1[CH:21]=[CH:22][CH:23]=[CH:24][CH:25]=1. Procedure: The cyclic dipeptide, cyclo-(Leu-His) is a known substance [F. Schneider, Hoppe-Seyler's Z. Phys. Chem. 338, 131 (1964)], which can be prepared according to the usual peptide synthesis. For example, condensation between N-benzyloxycarbonyl-(S)-leucine and methyl ester of (S)-histidine in the presence of isobutyl chloroformate is effected in accordance with the mixed acid anhydride process to obtain methyl ester of N-benzyloxycarbonyl-(S)-leucyl-(S)-histidine and then the ester is hydrogenolyzed ... Reactants: [BH4-].[Na+] (sodium borohydride), NCC(OCC)OCC (1-amino-2,2-diethoxyethane), C(C)OC(C(F)(F)F)O (trifluoroacetaldehyde ethyl hemiacetal), [OH-].[Na+] (NaOH). The solvent is CO (methanol), C1(=CC=CC=C1)C (toluene). Reaction conditions: temperature 125 celsius, time 8 hour. Yields the product C(C)OC(CNCC(F)(F)F)OCC ((2,2-Diethoxyethyl)-(2,2,2-trifluoroethyl)amine). Isolated yield 45.8%. As a reaction SMILES: [NH2:1][CH2:2][CH:3]([O:7][CH2:8][CH3:9])[O:4][CH2:5][CH3:6].C(O[CH:13](O)[C:14]([F:17])([F:16])[F:15])C.[OH-].[Na+].[BH4-].[Na+]>C1(C)C=CC=CC=1.CO>[CH2:5]([O:4][CH:3]([O:7][CH2:8][CH3:9])[CH2:2][NH:1][CH2:13][C:14]([F:17])([F:16])[F:15])[CH3:6] |f:2.3,4.5|. Procedure: A solution of 1 g (7.5 mmol) of 1-amino-2,2-diethoxyethane, 1.26 g (7.9 mmol) of trifluoroacetaldehyde ethyl hemiacetal and 1 pellet of NaOH in 15 ml of toluene was heated at 110° C. with a Dean-Stark trap for 3 hours. The mixture was heated at 125° C. for a further 3 hours. The reaction mixture was left to stand until it had cooled to room temperature and was concentrated in vacuo. The residue was diluted with 25 ml of methanol, and 1.13 g (30 mmol) of sodium borohydride were added. The reactio... The reactants are C(C1=CC=C(C=C1)OC)(=O)Cl (4-anisoyl chloride), COC1=CC=C(C=C1)C1=CC2=C(S1)C=CC=C2 (2-(4-methoxyphenyl)benzo[b]thiophene). Yields the product COC1=CC=C(C=C1)C(=O)C=1C2=C(SC1C1=CC=C(C=C1)OC)C=CC=C2 (2-(4-Methoxyphenyl)benzo[b]thiophen-3-yl 4-Methoxyphenyl Ketone). Yield: 90.0%. RXN SMILES: [C:1](Cl)(=[O:10])[C:2]1[CH:7]=[CH:6][C:5]([O:8][CH3:9])=[CH:4][CH:3]=1.[CH3:12][O:13][C:14]1[CH:19]=[CH:18][C:17]([C:20]2[S:24][C:23]3[CH:25]=[CH:26][CH:27]=[CH:28][C:22]=3[CH:21]=2)=[CH:16][CH:15]=1>>[CH3:9][O:8][C:5]1[CH:6]=[CH:7][C:2]([C:1]([C:21]2[C:22]3[CH:28]=[CH:27][CH:26]=[CH:25][C:23]=3[S:24][C:20]=2[C:17]2[CH:16]=[CH:15][C:14]([O:13][CH3:12])=[CH:19][CH:18]=2)=[O:10])=[CH:3][CH:4]=1. Procedure: The title compound was prepared from 4-anisoyl chloride and 2-(4-methoxyphenyl)benzo[b]thiophene (Part A) as a tan solid in 90% yield following recrystallization from THF-hexanes. Reactants: NC1C(C1)NC(C1=C(C=C(C=C1SC)C(F)(F)F)OC)=O (N-((1SR,2RS)-2-amino-cyclopropyl)-2-methoxy-6-methylsulfanyl-4-trifluoromethyl-benzamide), BrCCCCBr (1,4-dibromobutane). Yields the product COC1=C(C(=O)NC2C(C2)N2CCCC2)C(=CC(=C1)C(F)(F)F)SC (2-Methoxy-6-methylsulfanyl-N-((1SR,2RS)-2-pyrrolidin-1-yl-cyclopropyl)-4-trifluoromethyl-benzamide). RXN SMILES: [NH2:1][CH:2]1[CH2:4][CH:3]1[NH:5][C:6](=[O:21])[C:7]1[C:12]([S:13][CH3:14])=[CH:11][C:10]([C:15]([F:18])([F:17])[F:16])=[CH:9][C:8]=1[O:19][CH3:20].Br[CH2:23][CH2:24][CH2:25][CH2:26]Br>>[CH3:20][O:19][C:8]1[CH:9]=[C:10]([C:15]([F:17])([F:18])[F:16])[CH:11]=[C:12]([S:13][CH3:14])[C:7]=1[C:6]([NH:5][CH:3]1[CH2:4][CH:2]1[N:1]1[CH2:26][CH2:25][CH2:24][CH2:23]1)=[O:21]. Procedure: The title compound, light yellow solid, MS: m/e=375.2 [(M+H)+], was prepared in accordance with the general method of example 10 from N-((1SR,2RS)-2-amino-cyclopropyl)-2-methoxy-6-methylsulfanyl-4-trifluoromethyl-benzamide (intermediate AC) and 1,4-dibromobutane. Starting materials: B(Br)(Br)Br (Boron tribromide), N (ammonia), C(C)(C)N(CCCCN1C(CC2(CCCC2)CC1=O)=O)CCC1=C(C=CC=C1)OC (8-(4-{Isopropyl-[2-(2-methoxyphenyl)ethyl]-amino}butyl)-8-aza-spiro[4.5]decane-7,9-dione), C(O)([O-])=O.[Na+] (sodium hydrogen carbonate). Run in C(Cl)Cl (methylene chloride), C(Cl)Cl (methylene chloride). Reaction conditions: temperature -60 celsius, time 8 hour. Yields the product C(C)(C)N(CCCCN1C(CC2(CCCC2)CC1=O)=O)CCC1=C(C=CC=C1)O (8-(4-{Isopropyl-[2-(2-hydroxyphenyl)ethyl]amino}-butyl)-8-aza-spiro[4.5]decane-7,9-dione). Isolated yield 85.3%. Reaction SMILES: [CH:1]([N:4]([CH2:21][CH2:22][C:23]1[CH:28]=[CH:27][CH:26]=[CH:25][C:24]=1[O:29]C)[CH2:5][CH2:6][CH2:7][CH2:8][N:9]1[C:18](=[O:19])[CH2:17][C:12]2([CH2:16][CH2:15][CH2:14][CH2:13]2)[CH2:11][C:10]1=[O:20])([CH3:3])[CH3:2].B(Br)(Br)Br.C(=O)([O-])O.[Na+].N>C(Cl)Cl>[CH:1]([N:4]([CH2:21][CH2:22][C:23]1[CH:28]=[CH:27][CH:26]=[CH:25][C:24]=1[OH:29])[CH2:5][CH2:6][CH2:7][CH2:8][N:9]1[C:18](=[O:19])[CH2:17][C:12]2([CH2:13][CH2:14][CH2:15][CH2:16]2)[CH2:11][C:10]1=[O:20])([CH3:3])[CH3:2] |f:2.3|. Procedure details: 8-(4-{Isopropyl-[2-(2-methoxyphenyl)ethyl]-amino}butyl)-8-aza-spiro[4.5]decane-7,9-dione (550 mg, 1.2 mmol) dissolved in 10 ml methylene chloride was cooled to -60° C. under nitrogen. Boron tribromide (0.28 ml, 2.9 mmol) in 3 ml methylene chloride was added in 20 min and the mixture stirred at 10° C. overnight, poured into 5 ml cold sodium hydrogen carbonate solution. The aqueous phase was treated with 1M ammonia and extracted with methylene chloride and the solvent evaporated to yield 410 mg of... Reactants: COC=1C=C(C=CC1OC)C(C(=O)OCC)C#N (ethyl 3,4-dimethoxyphenylcyanoacetate), CC(C)(C)[O-].[K+] (potassium tert-butylate), BrCCCCl (1-bromo-3-chloropropane). Run in CN(C=O)C (dimethylformamide), CN(C=O)C (dimethylformamide). The product is ClCCCC1=C(C=CC(=C1OC)OC)C(C(=O)OCC)C#N (ethyl [γ-chloropropyl-3,4-dimethoxyphenyl]cyanoacetate). Reaction SMILES: [CH3:1][O:2][C:3]1[CH:4]=[C:5]([CH:11]([C:17]#[N:18])[C:12]([O:14][CH2:15][CH3:16])=[O:13])[CH:6]=[CH:7][C:8]=1[O:9][CH3:10].CC([O-])(C)C.[K+].Br[CH2:26][CH2:27][CH2:28][Cl:29]>CN(C)C=O>[Cl:29][CH2:28][CH2:27][CH2:26][C:4]1[C:3]([O:2][CH3:1])=[C:8]([O:9][CH3:10])[CH:7]=[CH:6][C:5]=1[CH:11]([C:17]#[N:18])[C:12]([O:14][CH2:15][CH3:16])=[O:13] |f:1.2|. Procedure details: 124.5 g (0.5 mol) of ethyl 3,4-dimethoxyphenylcyanoacetate in 160 ml of abs. dimethylformamide were added at 15°-20° while stirring to a suspension of 84.5 g (0.753 mol) of potassium tert-butylate in 300 ml of abs. dimethylformamide. After one hour 83.5 ml of 1-bromo-3-chloropropane were slowly added dropwise, whereby the temperature amounted to 15°-20°. After 16 hours the reaction mixture was evaporated in a high vacuum. The residue was partitioned between ether and an aqueous saturated ammoniu... Starting materials: ClCCl, COc1cc(C(Nc2ccc(C#N)cc2)C(=O)NCc2ccccc2)c(N)cc1OCc1ccccc1, CN(C)C=O, O=S(=O)(Cl)c1ccccc1. The product is COc1cc(C(Nc2ccc(C#N)cc2)C(=O)NCc2ccccc2)c(NS(=O)(=O)c2ccccc2)cc1OCc1ccccc1. As a reaction SMILES: [Cl:53][CH2:54][Cl:55].[NH2:1][c:2]1[c:3]([CH:18]([C:19](=[O:20])[NH:21][CH2:22][c:23]2[cH:24][cH:25][cH:26][cH:27][cH:28]2)[NH:29][c:30]2[cH:31][cH:32][c:33]([C:36]#[N:37])[cH:34][cH:35]2)[cH:4][c:5]([O:16][CH3:17])[c:6]([O:8][CH2:9][c:10]2[cH:11][cH:12][cH:13][cH:14][cH:15]2)[cH:7]1.[O:38]=[CH:39][N:40]([CH3:41])[CH3:42].[c:43]1([S:49](=[O:50])(=[O:51])[Cl:52])[cH:44][cH:45][cH:46][cH:47][cH:48]1>>[NH:1]([c:2]1[c:3]([CH:18]([C:19](=[O:20])[NH:21][CH2:22][c:23]2[cH:24][cH:25][cH:26][cH:27][cH:28]2)[NH:29][c:30]2[cH:31][cH:32][c:33]([C:36]#[N:37])[cH:34][cH:35]2)[cH:4][c:5]([O:16][CH3:17])[c:6]([O:8][CH2:9][c:10]2[cH:11][cH:12][cH:13][cH:14][cH:15]2)[cH:7]1)[S:49]([c:43]1[cH:44][cH:45][cH:46][cH:47][cH:48]1)(=[O:50])=[O:51].